From a dataset of the Open Reaction Database (ORD), a public repository of structured organic reaction records. describe an organic reaction: reactants, conditions, products, and yield Starting materials: B, C1CCOC1, CSC, CO, CC(=O)OC(C)=O, O=CO, COC(=O)c1cccc(N)c1. Yields the product CNc1cccc(C(=O)OC)c1. Reaction SMILES: [BH3:25].[CH2:26]1[O:27][CH2:28][CH2:29][CH2:30]1.[CH3:22][S:23][CH3:24].[CH3:31][OH:32].[CH3:4][C:5]([O:6][C:7](=[O:8])[CH3:9])=[O:10].[CH:1]([OH:2])=[O:3].[NH2:11][c:12]1[cH:13][c:14]([C:15](=[O:16])[O:17][CH3:18])[cH:19][cH:20][cH:21]1>>[CH3:1][NH:11][c:12]1[cH:13][c:14]([C:15](=[O:16])[O:17][CH3:18])[cH:19][cH:20][cH:21]1. The reactants are Clc1ccc(Oc2ccccc2CCBr)c(OCCBr)c1, NCc1ccccc1, Cc1ccccc1C. The product is Clc1ccc2c(c1)OCCN(Cc1ccccc1)CCc1ccccc1O2. As a reaction SMILES: [Br:9][CH2:10][CH2:11][O:12][c:13]1[c:14]([O:20][c:21]2[c:22]([CH2:27][CH2:28][Br:29])[cH:23][cH:24][cH:25][cH:26]2)[cH:15][cH:16][c:17]([Cl:19])[cH:18]1.[NH2:1][CH2:2][c:3]1[cH:4][cH:5][cH:6][cH:7][cH:8]1.[c:30]1([CH3:31])[c:32]([CH3:33])[cH:34][cH:35][cH:36][cH:37]1>>[N:1]1([CH2:2][c:3]2[cH:4][cH:5][cH:6][cH:7][cH:8]2)[CH2:10][CH2:11][O:12][c:13]2[c:14]([cH:15][cH:16][c:17]([Cl:19])[cH:18]2)[O:20][c:21]2[c:22]([cH:23][cH:24][cH:25][cH:26]2)[CH2:27][CH2:28]1. The reactants are NCCCCO (4-amino-1-butanol), [Si](C)(C)(C(C)(C)C)Cl (tert-butyldimethylsilyl chloride), N1C=NC=C1 (imidazole). The product is [Si](C)(C)(C(C)(C)C)OCCCCN (4-(tert-butyldimethylsilyloxy)-1-butylamine). Reaction SMILES: [NH2:1][CH2:2][CH2:3][CH2:4][CH2:5][OH:6].[Si:7](Cl)([C:10]([CH3:13])([CH3:12])[CH3:11])([CH3:9])[CH3:8].N1C=CN=C1>>[Si:7]([O:6][CH2:5][CH2:4][CH2:3][CH2:2][NH2:1])([C:10]([CH3:13])([CH3:12])[CH3:11])([CH3:9])[CH3:8]. Reported procedure: In a manner similar to that in Reference Example 1, 4-amino-1-butanol was reacted with tert-butyldimethylsilyl chloride in the presence of imidazole to give 4-(tert-butyldimethylsilyloxy)-1-butylamine.